From a dataset of the Open Reaction Database (ORD), a public repository of structured organic reaction records. describe an organic reaction: reactants, conditions, products, and yield Starting materials: N[C@H]1[C@@H](CN(C1)C1CCCCC1)O (trans-4-amino-1-cyclohexyl-3-pyrrolidinol), C([O-])([O-])=O.[K+].[K+] (potassium carbonate), C(C1=CC=CC=C1)(=O)Cl (benzoyl chloride). Yields the product C1(CCCCC1)N1C[C@H]([C@@H](C1)O)NC(C1=CC=CC=C1)=O (Trans-N-(1-cyclohexyl-4-hydroxy-3-pyrrolidinyl)benzamide). As a reaction SMILES: [NH2:1][C@@H:2]1[CH2:6][N:5]([CH:7]2[CH2:12][CH2:11][CH2:10][CH2:9][CH2:8]2)[CH2:4][C@H:3]1[OH:13].C(=O)([O-])[O-].[K+].[K+].[C:20](Cl)(=[O:27])[C:21]1[CH:26]=[CH:25][CH:24]=[CH:23][CH:22]=1>>[CH:7]1([N:5]2[CH2:4][C@@H:3]([OH:13])[C@H:2]([NH:1][C:20](=[O:27])[C:21]3[CH:26]=[CH:25][CH:24]=[CH:23][CH:22]=3)[CH2:6]2)[CH2:12][CH2:11][CH2:10][CH2:9][CH2:8]1 |f:1.2.3|. Reported procedure: This compound was prepared in a manner analagous to Example 2, using 8.1 g of trans-4-amino-1-cyclohexyl-3-pyrrolidinol, 10 g of potassium carbonate and 6.2 g of benzoyl chloride. After filtration and solvent evaporation, the residue crystallized and was recrystallized from acetone. Yield was 5.8 g (45%), m.p. 154.0°-155.5° C. Product: COc1ccc(NC(C)=O)cc1Br. As a reaction SMILES: [Br:8][c:9]1[cH:10][c:11]([NH2:12])[cH:13][cH:14][c:15]1[O:16][CH3:17].[CH3:18][OH:19].[CH3:1][C:2](=[O:3])[O:4][C:5](=[O:6])[CH3:7].[Cl:20][CH2:21][Cl:22]>>[CH3:1][C:2](=[O:3])[NH:12][c:11]1[cH:10][c:9]([Br:8])[c:15]([O:16][CH3:17])[cH:14][cH:13]1. Starting materials: COc1ccc(N)cc1Br, CO, CC(=O)OC(C)=O, ClCCl. The reactants are O1C(CCC1)N1C(NC(C(=C1)C(=O)OC)=O)=O (methyl 1-(2-tetrahydrofuryl)-1,2,3,4-tetrahydro-2,4-dioxopyrimidine-5-carboxylate), C(C)(=O)O (acetic acid), FF (fluorine), FF (fluorine). Product: C(C)(=O)OC1C(C(NC(N1C1OCCC1)=O)=O)(C(=O)OC)F (methyl 6-acetoxy-5-fluoro-1-(2-tetrahydrofuryl)-1,2,3,4,5,6-hexahydro-2,4-dioxopyrimidine-5-carboxylate). RXN SMILES: [O:1]1[CH2:5][CH2:4][CH2:3][CH:2]1[N:6]1[CH:11]=[C:10]([C:12]([O:14][CH3:15])=[O:13])[C:9](=[O:16])[NH:8][C:7]1=[O:17].[F:18]F.[C:20]([OH:23])(=[O:22])[CH3:21]>>[C:20]([O:23][CH:11]1[N:6]([CH:2]2[CH2:3][CH2:4][CH2:5][O:1]2)[C:7](=[O:17])[NH:8][C:9](=[O:16])[C:10]1([F:18])[C:12]([O:14][CH3:15])=[O:13])(=[O:22])[CH3:21]. Procedure: In 200 ml. of glacial acetic acid is dissolved 1.38 g. of methyl 1-(2-tetrahydrofuryl)-1,2,3,4-tetrahydro-2,4-dioxopyrimidine-5-carboxylate and the fluorination is carried out at 18° C. to 24° C. using a gaseous mixture of fluorine (15 V/V %) and nitrogen. When the mixed gas equivalent to 2.2 moles of fluorine has been introduced, the absence of any residual starting material is confirmed by ultraviolet absorption spectrum. The solvent is then distilled off under reduced pressure to give a color... The reactants are [F-].[Cs+] (cesium fluoride), COCCOCCOCCOCCOC (tetraglyme), C(F)(F)(C(F)(F)C(F)(F)F)OC(F)(C(F)(F)F)C(=O)F (C3F7OCF(CF3)COF), FC1(C(C(F)(F)F)(C(F)(F)F)O1)F (octafluoroisobutylene oxide). Conditions: temperature 0 celsius, time 1 hour. Yields the product C(F)(F)(C(F)(F)C(F)(F)F)OC(F)(C(F)(F)F)C(F)(F)OC(C(F)(F)F)(C(F)(F)F)C(=O)F (C3F7OCF(CF3)CF2OC(CF3)2COF). Yield: 95.8%. Reaction SMILES: [F-:1].[Cs+].COCCOCCOCCOCCOC.[C:18]([O:28][C:29]([C:35]([F:37])=[O:36])([C:31]([F:34])([F:33])[F:32])[F:30])([C:21]([C:24]([F:27])([F:26])[F:25])([F:23])[F:22])([F:20])[F:19].[F:38][C:39]1(F)[O:49][C:40]1([C:45]([F:48])([F:47])[F:46])[C:41]([F:44])([F:43])[F:42]>>[C:18]([O:28][C:29]([C:35]([O:36][C:40]([C:39]([F:38])=[O:49])([C:41]([F:42])([F:43])[F:44])[C:45]([F:48])([F:47])[F:46])([F:1])[F:37])([C:31]([F:33])([F:34])[F:32])[F:30])([C:21]([C:24]([F:27])([F:26])[F:25])([F:23])[F:22])([F:20])[F:19] |f:0.1|. Procedure details: In vacuo a mixture of cesium fluoride (1.2 g, 7.90 mmol), tetraglyme (2.4 g) and C3F7OCF(CF3)COF (5.22 g, 15.72 mmol) was stirred at -20° C. for 1 hour and at 0° C. also for 1 hour. Subsequently, the reaction was cooled to -196° C. and octafluoroisobutylene oxide (3.39 g, 15.70 mmol) was condensed into it. Next the reaction mixture was stirred at -22° C. for 17 hours and then at -17° C. for 24 hours. Following this operation the volatiles were removed and fractionated in vacuo through traps cool... The reactants are COc1ccccc1 (substrate), CCn2cnc1ccccc12 (effective_coupling_partner). The reagents and catalysts are CDC. Run at temperature 90 celsius, time 16 hour. Yields the product CCn3c(c1ccccc1)nc2ccccc23.